This data is from the Open Reaction Database (ORD), a public repository of structured organic reaction records. The task is: describe an organic reaction: reactants, conditions, products, and yield Starting materials: ClCCl, COC(C)(C)C(=O)O, CCN=C=NCCCN(C)C, Nc1ccc(F)c(Cl)c1, Cl, O, On1nnc2ccccc21. The product is COC(C)(C)C(=O)Nc1ccc(F)c(Cl)c1. RXN SMILES: [CH2:40]([Cl:41])[Cl:42].[CH3:10][O:11][C:12]([C:13](=[O:14])[OH:15])([CH3:16])[CH3:17].[CH3:19][N:20]([CH3:21])[CH2:22][CH2:23][CH2:24][N:25]=[C:26]=[N:27][CH2:28][CH3:29].[Cl:1][c:2]1[cH:3][c:4]([NH2:5])[cH:6][cH:7][c:8]1[F:9].[ClH:18].[OH2:43].[OH:30][n:31]1[c:32]2[cH:33][cH:34][cH:35][cH:36][c:37]2[n:38][n:39]1>>[Cl:1][c:2]1[cH:3][c:4]([NH:5][C:13]([C:12]([O:11][CH3:10])([CH3:16])[CH3:17])=[O:14])[cH:6][cH:7][c:8]1[F:9]. The reactants are C1CO1, CC(C)(C)c1ccc(Br)c(C(C)(C)C)c1, [Mg], C1CCOC1. Product: CC(C)(C)c1ccc(CCO)c(C(C)(C)C)c1. RXN SMILES: [CH2:17]1[CH2:18][O:19]1.[CH3:2][C:3]([CH3:4])([CH3:5])[c:6]1[c:7]([Br:16])[cH:8][cH:9][c:10]([C:12]([CH3:13])([CH3:14])[CH3:15])[cH:11]1.[Mg:1].[O:20]1[CH2:21][CH2:22][CH2:23][CH2:24]1>>[CH3:2][C:3]([CH3:4])([CH3:5])[c:6]1[c:7]([CH2:17][CH2:18][OH:19])[cH:8][cH:9][c:10]([C:12]([CH3:13])([CH3:14])[CH3:15])[cH:11]1. Starting materials: C(C)(C)(C)OC(=O)N1CCC=2C(=NN(C2CC1)CC1=CC=C(C=C1)Br)C1=CC=C(C=C1)Cl (1-(4-bromo-benzyl)-3-(4-chloro-phenyl)-4,5,7,8-tetrahydro-1H-1,2,6-triaza-azulene-6-carboxylic acid tert-butyl ester), C(N)(OC(C)(C)C)=O (tert-butyl carbamate), O.O.O.[O-]C1=CC=CC=C1.[Na+] (sodium phenoxide trihydrate), C(C)(C)(C)P(C(C)(C)C)C(C)(C)C (tri-tert-butylphosphine). Reagents/catalysts: C=1C=CC(=CC1)/C=C/C(=O)/C=C/C2=CC=CC=C2.C=1C=CC(=CC1)/C=C/C(=O)/C=C/C2=CC=CC=C2.C=1C=CC(=CC1)/C=C/C(=O)/C=C/C2=CC=CC=C2.[Pd].[Pd] (tris(dibenzylideneacetone)dipalladium(0)). Solvent: C1(=CC=CC=C1)C (toluene). Run at temperature 100 celsius. Product: C(C)(C)(C)OC(=O)N1CCC=2C(=NN(C2CC1)CC1=CC=C(C=C1)NC(=O)OC(C)(C)C)C1=CC=C(C=C1)Cl (1-(4-tert-butoxycarbonylamino-benzyl)-3-(4-chloro-phenyl)-4,5,7,8-tetrahydro-1H-1,2,6-triaza-azulene-6-carboxylic acid tert-butyl ester). Yield: 36.2%. As a reaction SMILES: [C:1]([O:5][C:6]([N:8]1[CH2:17][CH2:16][C:15]2[N:14]([CH2:18][C:19]3[CH:24]=[CH:23][C:22](Br)=[CH:21][CH:20]=3)[N:13]=[C:12]([C:26]3[CH:31]=[CH:30][C:29]([Cl:32])=[CH:28][CH:27]=3)[C:11]=2[CH2:10][CH2:9]1)=[O:7])([CH3:4])([CH3:3])[CH3:2].[C:33](=[O:40])([O:35][C:36]([CH3:39])([CH3:38])[CH3:37])[NH2:34].O.O.O.[O-]C1C=CC=CC=1.[Na+].C(P(C(C)(C)C)C(C)(C)C)(C)(C)C>C1(C)C=CC=CC=1.C1C=CC(/C=C/C(/C=C/C2C=CC=CC=2)=O)=CC=1.C1C=CC(/C=C/C(/C=C/C2C=CC=CC=2)=O)=CC=1.C1C=CC(/C=C/C(/C=C/C2C=CC=CC=2)=O)=CC=1.[Pd].[Pd]>[C:1]([O:5][C:6]([N:8]1[CH2:17][CH2:16][C:15]2[N:14]([CH2:18][C:19]3[CH:24]=[CH:23][C:22]([NH:34][C:33]([O:35][C:36]([CH3:39])([CH3:38])[CH3:37])=[O:40])=[CH:21][CH:20]=3)[N:13]=[C:12]([C:26]3[CH:31]=[CH:30][C:29]([Cl:32])=[CH:28][CH:27]=3)[C:11]=2[CH2:10][CH2:9]1)=[O:7])([CH3:4])([CH3:3])[CH3:2] |f:2.3.4.5.6,9.10.11.12.13|. Reported procedure: A mixture of 1-(4-bromo-benzyl)-3-(4-chloro-phenyl)-4,5,7,8-tetrahydro-1H-1,2,6-triaza-azulene-6-carboxylic acid tert-butyl ester (Example 113; 0.04 mmol), tert-butyl carbamate (0.05 mmol), sodium phenoxide trihydrate (0.05 mmol), tris(dibenzylideneacetone)dipalladium(0) (0.001 mmol), and tri-tert-butylphosphine (0.05 mmol) in anhydrous toluene (3 mL) was heated under N2 at 100° C. for 6 h, 70° C. for 15 h and 100° C. for 2.5 h. After cooling to RT, the reaction mixture was purified directly by ... Starting materials: N1CC(C(=O)OCC)CCC1 (ethyl nipecotate), FC1(OC2=C(O1)C=CC=C2C=O)F (2,2-difluoro-1,3-benzodioxol-4-aldehyde), NC1=NNC=C1 (3-aminopyrazole). Yields the product C(#N)C=1C(C=2C(NC1C1CCNCC1)=NNC2)C2=CC=CC=1OC(OC12)(F)F (5-Cyano-4-(2,2-difluoro-1,3-benzodioxol-4-yl)-4,7-dihydro-6-(piperidin-4-yl)-2H-pyrazolo[3,4-b]pyridine). As a reaction SMILES: [NH:1]1[CH2:11][CH2:10][CH2:9][CH:3](C(OCC)=O)[CH2:2]1.[F:12][C:13]1([F:24])[O:17][C:16]2[CH:18]=[CH:19][CH:20]=[C:21]([CH:22]=O)[C:15]=2[O:14]1.[NH2:25][C:26]1[CH:30]=[CH:29][NH:28][N:27]=1>>[C:2]([C:3]1[CH:22]([C:21]2[C:15]3[O:14][C:13]([F:24])([F:12])[O:17][C:16]=3[CH:18]=[CH:19][CH:20]=2)[C:30]2[C:26](=[N:27][NH:28][CH:29]=2)[NH:25][C:9]=1[CH:9]1[CH2:3][CH2:2][NH:1][CH2:11][CH2:10]1)#[N:1]. Procedure details: The title compound was prepared from ethyl nipecotate, 2,2-difluoro-1,3-benzodioxol-4-aldehyde and 3-aminopyrazole in the same manner as in Examples 1001 and 1002. Starting materials: BrC=1C=C(C=CC1)N1C2=C(C=3C=C(C=CC13)C)CN(CC2)C (5-(3-bromophenyl)-2,8-dimethyl-2,3,4,5-tetrahydro-1H-pyrido[4,3-b]indole), Cl.N1N=CC=2C(=CC=CC12)B(O)O (indazole-4-boronic acid hydrochloride), C(=O)([O-])[O-].[K+].[K+] (K2CO3), O (water). The reagents and catalysts are C=1C=CC(=CC1)[P](C=2C=CC=CC2)(C=3C=CC=CC3)[Pd]([P](C=4C=CC=CC4)(C=5C=CC=CC5)C=6C=CC=CC6)([P](C=7C=CC=CC7)(C=8C=CC=CC8)C=9C=CC=CC9)[P](C=1C=CC=CC1)(C=1C=CC=CC1)C=1C=CC=CC1 (Pd(PPh3)4). Solvent: COCCOC (DME). Reaction conditions: temperature 90 celsius, time 45 minute. Product: N1N=CC2=C(C=CC=C12)C=1C=C(C=CC1)N1C2=C(C=3C=C(C=CC13)C)CN(CC2)C (5-(3-(1H-indazol-4-yl)phenyl)-2,8-dimethyl-2,3,4,5-tetrahydro-1H-pyrido[4,3-b]indole). Reaction SMILES: Br[C:2]1[CH:3]=[C:4]([N:8]2[C:16]3[CH:15]=[CH:14][C:13]([CH3:17])=[CH:12][C:11]=3[C:10]3[CH2:18][N:19]([CH3:22])[CH2:20][CH2:21][C:9]2=3)[CH:5]=[CH:6][CH:7]=1.Cl.[NH:24]1[C:32]2[CH:31]=[CH:30][CH:29]=[C:28](B(O)O)[C:27]=2[CH:26]=[N:25]1.C([O-])([O-])=O.[K+].[K+].O>COCCOC.C1C=CC([P]([Pd]([P](C2C=CC=CC=2)(C2C=CC=CC=2)C2C=CC=CC=2)([P](C2C=CC=CC=2)(C2C=CC=CC=2)C2C=CC=CC=2)[P](C2C=CC=CC=2)(C2C=CC=CC=2)C2C=CC=CC=2)(C2C=CC=CC=2)C2C=CC=CC=2)=CC=1>[NH:24]1[C:32]2[C:27](=[C:28]([C:2]3[CH:3]=[C:4]([N:8]4[C:16]5[CH:15]=[CH:14][C:13]([CH3:17])=[CH:12][C:11]=5[C:10]5[CH2:18][N:19]([CH3:22])[CH2:20][CH2:21][C:9]4=5)[CH:5]=[CH:6][CH:7]=3)[CH:29]=[CH:30][CH:31]=2)[CH:26]=[N:25]1 |f:1.2,3.4.5,^1:52,54,73,92|. Procedure: To a de-aerated solution of 5-(3-bromophenyl)-2,8-dimethyl-2,3,4,5-tetrahydro-1H-pyrido[4,3-b]indole (100 mg, 0.281 mmol), indazole-4-boronic acid hydrochloride (111 mg, 0.559 mmol) and K2CO3 (116 mg, 0.845 mmol) in DME (4 mL)-water (2 mL) was added Pd(PPh3)4 (16 mg, 0.013 mmol). The reaction mixture was stirred at 90° C. for 45 min. The reaction mixture was concentrated under reduced pressure. The residue was dissolved in EtOAc (50 mL) and washed with water (20 mL). The organic layer was dried ... Reactants: O=c1c(Cc2cccnc2)cn2c3cc(Br)ccc3sc3cc(O)cc1c32, ClCc1cccnc1, Cl. Product: O=c1c(Cc2cccnc2)cn2c3cc(Br)ccc3sc3cc(OCc4cccnc4)cc1c32. As a reaction SMILES: [Br:1][c:2]1[cH:3][c:4]2[n:5]3[c:6]4[c:7]([cH:8][c:9]([OH:16])[cH:10][c:11]4[s:12][c:13]2[cH:14][cH:15]1)[c:17](=[O:27])[c:18]([CH2:20][c:21]1[cH:22][n:23][cH:24][cH:25][cH:26]1)[cH:19]3.[Cl:29][CH2:30][c:31]1[cH:32][n:33][cH:34][cH:35][cH:36]1.[ClH:28]>>[Br:1][c:2]1[cH:3][c:4]2[n:5]3[c:6]4[c:7]([cH:8][c:9]([O:16][CH2:30][c:31]5[cH:32][n:33][cH:34][cH:35][cH:36]5)[cH:10][c:11]4[s:12][c:13]2[cH:14][cH:15]1)[c:17](=[O:27])[c:18]([CH2:20][c:21]1[cH:22][n:23][cH:24][cH:25][cH:26]1)[cH:19]3.